The task is: describe an organic reaction: reactants, conditions, products, and yield. This data is from the Open Reaction Database (ORD), a public repository of structured organic reaction records. Starting materials: O=C([O-])C(O)C(O)C(=O)[O-], C1CCOC1, CC1(C)OC(=O)C(c2cccc(F)c2)=C1c1ccc(S(C)(=O)=O)cc1, CC(C)C[AlH]CC(C)C, CC(C)=O, CO, [K+], [Na+]. The product is CC1(C)OC(O)C(c2cccc(F)c2)=C1c1ccc(S(C)(=O)=O)cc1. As a reaction SMILES: [C:39]([CH:40]([CH:41]([C:42]([O-:43])=[O:44])[OH:45])[OH:46])([O-:47])=[O:48].[CH2:51]1[O:52][CH2:53][CH2:54][CH2:55]1.[CH3:1][C:2]1([CH3:25])[C:3]([c:15]2[cH:16][cH:17][c:18]([S:21](=[O:22])(=[O:23])[CH3:24])[cH:19][cH:20]2)=[C:4]([c:8]2[cH:9][c:10]([F:14])[cH:11][cH:12][cH:13]2)[C:5](=[O:7])[O:6]1.[CH3:26][CH:27]([CH2:28][AlH:29][CH2:30][CH:31]([CH3:32])[CH3:33])[CH3:34].[CH3:35][C:36](=[O:37])[CH3:38].[CH3:56][OH:57].[K+:50].[Na+:49]>>[CH3:1][C:2]1([CH3:25])[C:3]([c:15]2[cH:16][cH:17][c:18]([S:21](=[O:22])(=[O:23])[CH3:24])[cH:19][cH:20]2)=[C:4]([c:8]2[cH:9][c:10]([F:14])[cH:11][cH:12][cH:13]2)[CH:5]([OH:7])[O:6]1. Starting materials: Cc1ccc2nc(-c3ccc(N)cc3)sc2c1, O, Cc1ccc(S(=O)(=O)Cl)cc1, c1ccncc1. Product: Cc1ccc(S(=O)(=O)Nc2ccc(-c3nc4ccc(C)cc4s3)cc2)cc1. RXN SMILES: [NH2:1][c:2]1[cH:3][cH:4][c:5](-[c:8]2[s:9][c:10]3[c:11]([n:12]2)[cH:13][cH:14][c:15]([CH3:17])[cH:16]3)[cH:6][cH:7]1.[OH2:29].[c:18]1([CH3:28])[cH:19][cH:20][c:21]([S:24](=[O:25])(=[O:26])[Cl:27])[cH:22][cH:23]1.[cH:30]1[cH:31][cH:32][n:33][cH:34][cH:35]1>>[NH:1]([c:2]1[cH:3][cH:4][c:5](-[c:8]2[s:9][c:10]3[c:11]([n:12]2)[cH:13][cH:14][c:15]([CH3:17])[cH:16]3)[cH:6][cH:7]1)[S:24]([c:21]1[cH:20][cH:19][c:18]([CH3:28])[cH:23][cH:22]1)(=[O:25])=[O:26]. Reactants: C(C)(=O)N1CCC(CC1)CCCC(=O)O (4-(1-Acetyl-4-piperidinyl)butyric acid), S(=O)(Cl)Cl (thionyl chloride). Conditions: time 5 minute. The product is C(C)(=O)N1CCC(CC1)CCCC(=O)Cl (4-(1-acetyl-4-piperidinyl)butyryl chloride). As a reaction SMILES: [C:1]([N:4]1[CH2:9][CH2:8][CH:7]([CH2:10][CH2:11][CH2:12][C:13]([OH:15])=O)[CH2:6][CH2:5]1)(=[O:3])[CH3:2].S(Cl)([Cl:18])=O>>[C:1]([N:4]1[CH2:9][CH2:8][CH:7]([CH2:10][CH2:11][CH2:12][C:13]([Cl:18])=[O:15])[CH2:6][CH2:5]1)(=[O:3])[CH3:2]. Procedure details: 4-(1-Acetyl-4-piperidinyl)butyric acid (2.6 g, 12 mmol) was added in small portions to thionyl chloride (12 ml) with ice-bath cooling. After the mixture was stirred for 5 minutes, the excess thionyl chloride was distilled off and the residue was washed with hexane to provide 4-(1-acetyl-4-piperidinyl)butyryl chloride as light-yellow solid. Aluminum chloride (66,0 g, 0.49 mol) powders were added in small portions to a mixed solution of the above acid chloride and 3-trifluoroacetyl-2,3,4,5-tetrahy...